Dataset: the Open Reaction Database (ORD), a public repository of structured organic reaction records. Task: describe an organic reaction: reactants, conditions, products, and yield The reactants are CCn1c(=O)oc2cc(N3CC(C(=O)OC)OC3=O)cc(F)c21, CO, N. Yields the product CCn1c(=O)oc2cc(N3CC(C(N)=O)OC3=O)cc(F)c21. Reaction SMILES: [CH2:1]([CH3:2])[n:3]1[c:4](=[O:23])[o:5][c:6]2[c:7]1[c:8]([F:22])[cH:9][c:10]([N:12]1[C:13](=[O:21])[O:14][CH:15]([C:17]([O:19][CH3:18])=[O:20])[CH2:16]1)[cH:11]2.[CH3:25][OH:26].[NH3:24]>>[CH2:1]([CH3:2])[n:3]1[c:4](=[O:23])[o:5][c:6]2[c:7]1[c:8]([F:22])[cH:9][c:10]([N:12]1[C:13](=[O:21])[O:14][CH:15]([C:17](=[O:19])[NH2:24])[CH2:16]1)[cH:11]2. Procedure: The above crude compound 7 (0.32 mol) was dissolved in ethanol (800 ml) and resulting solution was concentrated under reduced pressure to about 700 ml and diluted with ethanol (1300 ml). To this solution was added 2-amino-4,6-dichloropyrimidine (74 g, 1.4 eq), bis(triphenylphosphine)palladium(II) dichloride (2.3 g, 1 mol %), and aqueous potassium bicarbonate solution (97 g, 3 eq, 380 ml water). This mixture was heated at 75-80° C. for 2 hours, at which time HPLC analysis showed complete consumpt... Yields the product NC1=NC(=CC(=N1)C1=CC=C(C=C1)C[C@@H](C(=O)O)NC(=O)OC(C)(C)C)Cl ((S)-3-(4-(2-Amino-6-chloropyrimidin-4-yl)phenyl)-2-(tert-butoxycarbonylamino)propanoic acid). Solvent: C(C)O (ethanol), C1CCOC1 (THF). Starting materials: O (water), C(C)(C)(C)OC(=O)N[C@H](C(=O)O)CC1=CC=C(C=C1)B1OC(C(O1)(C)C)(C)C ((S)-2-(Tert-butoxycarbonylamino)-3-(4-(4,4,5,5-tetramethyl-1,3,2-dioxaborolan-2-yl)phenyl)propanoic acid), NC1=NC(=CC(=N1)Cl)Cl (2-amino-4,6-dichloropyrimidine), C([O-])(O)=O.[K+] (potassium bicarbonate). Yield: 36.8%. RXN SMILES: [C:1]([O:5][C:6]([NH:8][C@@H:9]([CH2:13][C:14]1[CH:19]=[CH:18][C:17](B2OC(C)(C)C(C)(C)O2)=[CH:16][CH:15]=1)[C:10]([OH:12])=[O:11])=[O:7])([CH3:4])([CH3:3])[CH3:2].[NH2:29][C:30]1[N:35]=[C:34](Cl)[CH:33]=[C:32]([Cl:37])[N:31]=1.C(=O)(O)[O-].[K+].O>C(O)C.C1COCC1.Cl[Pd](Cl)([P](C1C=CC=CC=1)(C1C=CC=CC=1)C1C=CC=CC=1)[P](C1C=CC=CC=1)(C1C=CC=CC=1)C1C=CC=CC=1>[NH2:29][C:30]1[N:35]=[C:34]([C:17]2[CH:16]=[CH:15][C:14]([CH2:13][C@H:9]([NH:8][C:6]([O:5][C:1]([CH3:2])([CH3:3])[CH3:4])=[O:7])[C:10]([OH:12])=[O:11])=[CH:19][CH:18]=2)[CH:33]=[C:32]([Cl:37])[N:31]=1 |f:2.3,^1:54,73|. The reagents and catalysts are Cl[Pd]([P](C1=CC=CC=C1)(C2=CC=CC=C2)C3=CC=CC=C3)([P](C4=CC=CC=C4)(C5=CC=CC=C5)C6=CC=CC=C6)Cl (bis(triphenylphosphine)palladium(II) dichloride). Conditions: temperature 77.5 celsius, time 2 hour. Reactants: OC=1C=C(C=CC1)CC(=O)OC (methyl 3-hydroxyphenylacetate), C(=O)(OC(C)(C)C)N1CCC(CC1)CCCO (3-(N-Boc-piperidin-4-yl)-propan-1-ol), C1(=CC=CC=C1)P(C1=CC=CC=C1)C1=CC=CC=C1 (triphenylphosphine), N(=NC(=O)OC(C)C)C(=O)OC(C)C (diisopropyl azodicarboxylate). Run in C1CCOC1 (THF). Run at time 8 hour. Yields the product C(=O)(OC(C)(C)C)N1CCC(CC1)CCCOC=1C=C(C=CC1)CC(=O)OC (methyl 3-(3-(N-Boc-piperidin-4-yl)-propoxy)-phenylacetate). Yield: 53.2%. RXN SMILES: [OH:1][C:2]1[CH:3]=[C:4]([CH2:8][C:9]([O:11][CH3:12])=[O:10])[CH:5]=[CH:6][CH:7]=1.[C:13]([N:20]1[CH2:25][CH2:24][CH:23]([CH2:26][CH2:27][CH2:28]O)[CH2:22][CH2:21]1)([O:15][C:16]([CH3:19])([CH3:18])[CH3:17])=[O:14].C1(P(C2C=CC=CC=2)C2C=CC=CC=2)C=CC=CC=1.N(C(OC(C)C)=O)=NC(OC(C)C)=O>C1COCC1>[C:13]([N:20]1[CH2:21][CH2:22][CH:23]([CH2:26][CH2:27][CH2:28][O:1][C:2]2[CH:3]=[C:4]([CH2:8][C:9]([O:11][CH3:12])=[O:10])[CH:5]=[CH:6][CH:7]=2)[CH2:24][CH2:25]1)([O:15][C:16]([CH3:19])([CH3:18])[CH3:17])=[O:14]. Procedure: To a solution of methyl 3-hydroxyphenylacetate (0.409 g, 2.4 mmol), 3-(N-Boc-piperidin-4-yl)-propan-1-ol (0.50 g, 20.5 mmol) and triphenylphosphine (0.645, 24.6 mmol) in THF, was added diisopropyl azodicarboxylate at 0° C. slowly, then the ice bath was removed and the reaction mixture was stirred at room temperature overnight. The solvent was removed and the residue was dissolved in methylene chloride (2 mL) and loaded on a silica gel column. The product was eluted with 20% ethyl acetate in hexa... Reaction SMILES: [NH2:1][C:2]1[CH:3]=[C:4]([C:8]2[CH:21]=[C:11]3[NH:12][C:13](=[O:20])[C:14]4[C:19]([N:10]3[N:9]=2)=[CH:18][CH:17]=[CH:16][CH:15]=4)[CH:5]=[CH:6][CH:7]=1.Br[CH2:23][CH2:24][N:25]([CH3:27])[CH3:26].C(=O)([O-])[O-].[K+].[K+]>C(#N)C>[CH3:26][N:25]([CH3:27])[CH2:24][CH2:23][NH:1][C:2]1[CH:3]=[C:4]([C:8]2[CH:21]=[C:11]3[NH:12][C:13](=[O:20])[C:14]4[C:19]([N:10]3[N:9]=2)=[CH:18][CH:17]=[CH:16][CH:15]=4)[CH:5]=[CH:6][CH:7]=1 |f:2.3.4|. The product is CN(CCNC=1C=C(C=CC1)C1=NN2C(NC(C3=CC=CC=C23)=O)=C1)C (2-[3-(2-dimethylaminoethylamino)phenyl]-4H-pyrazolo[1,5-a]quinazolin-5-one). Procedure details: A solution of EXAMPLE 12 (0.04 g, 0.1 mmol) and (2-bromoethyl) dimethylamine (0.02 g, 0.1 mmol) in acetonitrile (1 mL) was treated with potassium carbonate (0.04 g, 0.3 mmol). The mixture was stirred overnight at 50° C. and filtered. The filtrate was concentrated and purified by flash chromatography on silica gel with 10% methanol/dichloromethane to provide the title compound. 1H NMR (DMSO-d6) δ 8.12-8.18 (m, 2H), 7.86-7.95 (m, 1H), 7.49 (t, J=7.6 Hz, 1H), 7.12-7.20 (m, 3H), 6.64 (s, 1H), 6.27 (... The reactants are NC=1C=C(C=CC1)C1=NN2C(NC(C3=CC=CC=C23)=O)=C1 (2-(3-aminophenyl)-4H-pyrazolo[1,5-a]quinazolin-5-one), BrCCN(C)C ((2-bromoethyl) dimethylamine), C([O-])([O-])=O.[K+].[K+] (potassium carbonate). Run in C(C)#N (acetonitrile). Run at temperature 50 celsius, time 8 hour. Reactants: BrC1=CC=CC=2C3=CC=CC=C3NC12 (1-bromocarbazole), C1(=CC=CC=C1)P(C1=CC=CC=2C(C3=CC=CC(=C3OC12)P(C1=CC=CC=C1)C1=CC=CC=C1)(C)C)C1=CC=CC=C1 (4,5-bis(diphenylphosphino)-9,9-dimethylxanthene), C(=O)([O-])[O-].[Cs+].[Cs+] (Cs2CO3), C(C=1C(N)=CC=CC1)(=O)OC (methyl anthranilate). Reagents/catalysts: CC(=O)[O-].CC(=O)[O-].[Pd+2] (Pd(OAc)2). The solvent is C1(=CC=CC=C1)C (toluene). Run at temperature 100 celsius, time 24 hour. Yields the product C1(=CC=CC=2C3=CC=CC=C3NC12)NC1=C(C(=O)OC)C=CC=C1 (methyl 2-(9H-carbazol-1-ylamino)benzoate). Reaction SMILES: [C:1]([O:10][CH3:11])(=[O:9])[C:2]1[C:3](=[CH:5][CH:6]=[CH:7][CH:8]=1)[NH2:4].Br[C:13]1[C:25]2[NH:24][C:23]3[C:18](=[CH:19][CH:20]=[CH:21][CH:22]=3)[C:17]=2[CH:16]=[CH:15][CH:14]=1.C1(P(C2C=CC=CC=2)C2C3OC4C(=CC=CC=4P(C4C=CC=CC=4)C4C=CC=CC=4)C(C)(C)C=3C=CC=2)C=CC=CC=1.C([O-])([O-])=O.[Cs+].[Cs+]>C1(C)C=CC=CC=1.CC([O-])=O.CC([O-])=O.[Pd+2]>[C:22]1([NH:4][C:3]2[CH:5]=[CH:6][CH:7]=[CH:8][C:2]=2[C:1]([O:10][CH3:11])=[O:9])[C:23]2[NH:24][C:25]3[C:17](=[CH:16][CH:15]=[CH:14][CH:13]=3)[C:18]=2[CH:19]=[CH:20][CH:21]=1 |f:3.4.5,7.8.9|. Procedure details: 35.51 g (234.9 mmol) of methyl anthranilate are dissolved in 500 ml of toluene and degassed well. 52 g (213 mmol) of 1-bromocarbazole, 2.1 g (10.7 mmol) of 4,5-bis(diphenylphosphino)-9,9-dimethylxanthene, 1.19 g (5.34 mmol) of Pd(OAc)2 and 76.5 g (234.9 mmol) of Cs2CO3 are added, and the mixture is then degassed and stirred at 100° C. under a protective-gas atmosphere for 24 h. The solids are subsequently filtered off via Celite, and the organic phase is washed with water, dried over MgSO4 and e...